Task: describe an organic reaction: reactants, conditions, products, and yield. Dataset: the Open Reaction Database (ORD), a public repository of structured organic reaction records Starting materials: C(C1=CC=CC=C1)OC1=NN(C=C1CCC=1N=CSC1)C1=CC=CC=C1 (4-[2-(3-benzyloxy-1-phenyl-1H-pyrazol-4-yl)ethyl]-1,3-thiazole), C(C)#N (acetonitrile), I[Si](C)(C)C (iodotrimethylsilane). Run in O (water). Conditions: time 15 hour. Product: C1(=CC=CC=C1)N1N=C(C(=C1)CCC=1N=CSC1)O (1-phenyl-4-[2-(1,3-thiazol-4-yl)ethyl]-1H-pyrazol-3-ol). Yield: 51.6%. As a reaction SMILES: C([O:8][C:9]1[C:13]([CH2:14][CH2:15][C:16]2[N:17]=[CH:18][S:19][CH:20]=2)=[CH:12][N:11]([C:21]2[CH:26]=[CH:25][CH:24]=[CH:23][CH:22]=2)[N:10]=1)C1C=CC=CC=1.C(#N)C.I[Si](C)(C)C>O>[C:21]1([N:11]2[CH:12]=[C:13]([CH2:14][CH2:15][C:16]3[N:17]=[CH:18][S:19][CH:20]=3)[C:9]([OH:8])=[N:10]2)[CH:22]=[CH:23][CH:24]=[CH:25][CH:26]=1. Procedure: To a mixture of 4-[2-(3-benzyloxy-1-phenyl-1H-pyrazol-4-yl)ethyl]-1,3-thiazole (1.24 g) and acetonitrile (50 mL) was added iodotrimethylsilane (2.04 g) at room temperature. After stirring the reaction mixture at room temperature for 15 hrs., water was added to the reaction mixture, and the mixture was extracted with ethyl acetate. The organic layer was washed with saturated brine, dried over anhydrous magnesium sulfate and concentrated. The residue was subjected to silica gel column chromatograp... Starting materials: [Cl-].[Na+] (sodium chloride), N1=C(C=CC=C1)C=O (2-pyridinecarboxaldehyde), CC1(OC(=CC1=O)C)C (2,2,5-trimethyl-3(2H)-furanone), [OH-].[Na+] (sodium hydroxide). Run in C(C)O (ethanol). Run at time 2 day. Product: CC1(OC(=CC1=O)C=CC1=NC=CC=C1)C (2,2-Dimethyl-5-[2-(2-pyridinyl)ethenyl]-3(2H)-furanone). Isolated yield 72.4%. As a reaction SMILES: [N:1]1[CH:6]=[CH:5][CH:4]=[CH:3][C:2]=1[CH:7]=O.[CH3:9][C:10]1([CH3:17])[C:14](=[O:15])[CH:13]=[C:12]([CH3:16])[O:11]1.[OH-].[Na+].[Cl-].[Na+]>C(O)C>[CH3:9][C:10]1([CH3:17])[C:14](=[O:15])[CH:13]=[C:12]([CH:16]=[CH:7][C:2]2[CH:3]=[CH:4][CH:5]=[CH:6][N:1]=2)[O:11]1 |f:2.3,4.5|. Procedure: To a solution of 2-pyridinecarboxaldehyde (1.1 g, 9.9 mM) and 2,2,5-trimethyl-3(2H)-furanone (1.5 g, 11.9 mM) in ethanol (100 mL), was added 1N aqueous sodium hydroxide (1.2 mL, 1.2 mM). The reaction solution was stirred at room temperature for 2 days. After saturated aqueous sodium chloride (400 mL) was added, the aqueous layer was extracted with diethyl ether (3×100 mL). The combined ethereal extracts were washed with saturated aqueous sodium chloride (50 mL), dried over MgSO4, filtered and co... Starting materials: ClCCCBr, Fc1ccc2cc[nH]c2c1, [K+], CN(C)C=O, [OH-]. Yields the product Fc1ccc2ccn(CCCCl)c2c1. As a reaction SMILES: [Br:1][CH2:2][CH2:3][CH2:4][Cl:5].[F:6][c:7]1[cH:8][cH:9][c:10]2[cH:11][cH:12][nH:13][c:14]2[cH:15]1.[K+:17].[O:18]=[CH:19][N:20]([CH3:21])[CH3:22].[OH-:16]>>[CH2:2]([CH2:3][CH2:4][Cl:5])[n:13]1[cH:12][cH:11][c:10]2[cH:9][cH:8][c:7]([F:6])[cH:15][c:14]21. The reactants are Cc1cc(Nc2nccc(C(F)(F)F)n2)cc(-c2cnc(C3(C(=O)OC(C)(C)C)CC3)s2)c1, ClCCl, O=C(O)C(F)(F)F. Product: Cc1cc(Nc2nccc(C(F)(F)F)n2)cc(-c2cnc(C3(C(=O)O)CC3)s2)c1. RXN SMILES: [CH3:1][c:2]1[cH:3][c:4](-[c:19]2[cH:20][n:21][c:22]([C:24]3([C:27](=[O:28])[O:29][C:30]([CH3:31])([CH3:32])[CH3:33])[CH2:25][CH2:26]3)[s:23]2)[cH:5][c:6]([NH:8][c:9]2[n:10][cH:11][cH:12][c:13]([C:15]([F:16])([F:17])[F:18])[n:14]2)[cH:7]1.[Cl:41][CH2:42][Cl:43].[F:34][C:35]([F:36])([F:37])[C:38]([OH:39])=[O:40]>>[CH3:1][c:2]1[cH:3][c:4](-[c:19]2[cH:20][n:21][c:22]([C:24]3([C:27](=[O:28])[OH:29])[CH2:25][CH2:26]3)[s:23]2)[cH:5][c:6]([NH:8][c:9]2[n:10][cH:11][cH:12][c:13]([C:15]([F:16])([F:17])[F:18])[n:14]2)[cH:7]1. Reactants: CC1(OB(OC1(C)C)C=1C=C(C=O)C=CC1)C (3-(4,4,5,5-tetramethyl-1,3,2-dioxaborolan-2-yl)benzaldehyde), NC1=CC=C(C(=O)OC(C)(C)C)C=C1 (tert-butyl 4-aminobenzoate), NaHB(OAc)3. The reagents and catalysts are CC(=O)O (AcOH). Solvent: C(Cl)Cl (DCM). Run at time 8 hour. Product: CC1(OB(OC1(C)C)C=1C=C(CNC2=CC=C(C(=O)OC(C)(C)C)C=C2)C=CC1)C (tert-butyl 4-(3-(4,4,5,5-tetramethyl-1,3,2-dioxaborolan-2-yl)benzylamino)benzoate). Isolated yield 73.9%. As a reaction SMILES: [CH3:1][C:2]1([CH3:17])[C:6]([CH3:8])([CH3:7])[O:5][B:4]([C:9]2[CH:10]=[C:11]([CH:14]=[CH:15][CH:16]=2)[CH:12]=O)[O:3]1.[NH2:18][C:19]1[CH:31]=[CH:30][C:22]([C:23]([O:25][C:26]([CH3:29])([CH3:28])[CH3:27])=[O:24])=[CH:21][CH:20]=1>CC(O)=O.C(Cl)Cl>[CH3:1][C:2]1([CH3:17])[C:6]([CH3:8])([CH3:7])[O:5][B:4]([C:9]2[CH:10]=[C:11]([CH:14]=[CH:15][CH:16]=2)[CH2:12][NH:18][C:19]2[CH:31]=[CH:30][C:22]([C:23]([O:25][C:26]([CH3:27])([CH3:28])[CH3:29])=[O:24])=[CH:21][CH:20]=2)[O:3]1. Reported procedure: A mixture of 3-(4,4,5,5-tetramethyl-1,3,2-dioxaborolan-2-yl)benzaldehyde (100 mg, 0.43 mmol), tert-butyl 4-aminobenzoate (83 mg, 0.43 mmol), NaHB(OAc)3 (273 g, 1.29 mmol) and AcOH (2 drops) in 30 mL of DCM was stirred at room temperature overnight. The mixture was washed with sat NaHCO3 (30 mL), water (2×30 mL), and brine (30 mL) dried over Na2SO4 concentrated under reduce pressure to give a crude tert-butyl 4-(3-(4,4,5,5-tetramethyl-1,3,2-dioxaborolan-2-yl)benzylamino)benzoate (130 mg) as a bla...